From a dataset of the Open Reaction Database (ORD), a public repository of structured organic reaction records. describe an organic reaction: reactants, conditions, products, and yield Reactants: C(C1=CC=CC=C1)N1CC(CC1)(O)C1=CC(=CC(=C1)F)Cl ((−)-1-benzyl-3-(3-chloro-5-fluorophenyl)pyrrolidin-3-ol), IC (iodomethane), N1CCOCC1 (morpholine). Solvent: CN(C=O)C (dimethyl formamid). The product is ClC=1C=C(C=C(C1)F)C1(CN(CC1)C)O ((−)-3-(3-CHLORO-5-FLUOROPHENYL)-1-METHYLPYRROLIDIN-3-OL). Reaction SMILES: [CH2:1]([N:8]1[CH2:12][CH2:11][C:10]([C:14]2[CH:19]=[C:18]([F:20])[CH:17]=[C:16]([Cl:21])[CH:15]=2)([OH:13])[CH2:9]1)C1C=CC=CC=1.IC.N1CCOCC1>CN(C)C=O>[Cl:21][C:16]1[CH:15]=[C:14]([C:10]2([OH:13])[CH2:11][CH2:12][N:8]([CH3:1])[CH2:9]2)[CH:19]=[C:18]([F:20])[CH:17]=1. Reported procedure: Preparation according to Example 34: (−)-1-benzyl-3-(3-chloro-5-fluorophenyl)pyrrolidin-3-ol (0.115 g, 0.38 mmol) and iodomethane (1 mL, 15.9 mmol), dimethyl formamid (2 mL), morpholine (2 mL). Purification by flash chromatography on silica gel (ethyl acetate/methanol, 1:0 to 1:1). Yield: 0.1 g. [α]D=−21.7° (methanol). The amine was converted to the oxalic acid salt and recrystallized from ethanol/diethyl ether/diisopropyl ether: M.p. 117-118° C.; MS m/z (relative intensity, 70 eV) 229 (M+, 6), ... The reactants are CC(C)(C)OC(=O)NCC1CN(c2ncnc3[nH]c4cc(C(N)=O)ccc4c23)CCO1, CO. Yields the product NCC1CN(c2ncnc3[nH]c4cc(C(N)=O)ccc4c23)CCO1. Reaction SMILES: [C:1]([O:2][C:3](=[O:4])[NH:7][CH2:8][CH:9]1[O:10][CH2:11][CH2:12][N:13]([c:15]2[n:16][cH:17][n:18][c:19]3[nH:20][c:21]4[cH:22][c:23]([C:28]([NH2:29])=[O:30])[cH:24][cH:25][c:26]4[c:27]23)[CH2:14]1)([CH3:5])([CH3:6])[CH3:31].[CH3:32][OH:33]>>[NH2:7][CH2:8][CH:9]1[O:10][CH2:11][CH2:12][N:13]([c:15]2[n:16][cH:17][n:18][c:19]3[nH:20][c:21]4[cH:22][c:23]([C:28]([NH2:29])=[O:30])[cH:24][cH:25][c:26]4[c:27]23)[CH2:14]1.